This data is from the Open Reaction Database (ORD), a public repository of structured organic reaction records. The task is: describe an organic reaction: reactants, conditions, products, and yield Reactants: C(C1=CC=C(C(=O)OC)C=C1)(=O)OC (dimethyl terephtalate), C(C)C(CO)CCCC (2-ethyl-1-hexanol). Reagents/catalysts: [O-]CCCC.[Ti+4].[O-]CCCC.[O-]CCCC.[O-]CCCC (titanium(IV) butoxide). The solvent is C=1(C(=CC=CC1)C)C (xylene). Product: C(C1=CC=C(C(=O)OC)C=C1)(=O)OCC(CCCC)CC (2-ethylhexyl methyl terephthalate). RXN SMILES: [C:1]([O:13][CH3:14])(=[O:12])[C:2]1[CH:11]=[CH:10][C:5]([C:6]([O:8][CH3:9])=[O:7])=[CH:4][CH:3]=1.[CH2:15]([CH:17]([CH2:20][CH2:21][CH2:22][CH3:23])CO)[CH3:16]>C1(C)C(C)=CC=CC=1.[O-]CCCC.[Ti+4].[O-]CCCC.[O-]CCCC.[O-]CCCC>[C:6]([O:8][CH2:9][CH:17]([CH2:15][CH3:16])[CH2:20][CH2:21][CH2:22][CH3:23])(=[O:7])[C:5]1[CH:10]=[CH:11][C:2]([C:1]([O:13][CH3:14])=[O:12])=[CH:3][CH:4]=1 |f:3.4.5.6.7|. Procedure: A 2000 ml multi-neck flask stirring apparatus, composed of an intensive condenser, which is attached to a thermostat, and a distillation bridge, is charged with 1 mol of dimethyl terephtalate in 1.2 l of xylene at 40° C., and a mixture of 340 mg of titanium(IV) butoxide and 1 mol of 2-ethyl-1-hexanol is added dropwise.